Task: describe an organic reaction: reactants, conditions, products, and yield. Dataset: the Open Reaction Database (ORD), a public repository of structured organic reaction records Reactants: 2,5-(Diaza-bicyclo[2.2.1]heptane)-2 carboxylic acid tert-butyl ester, ClC1=NC=2N(C(N(C(C2N1C1=C(C=CC=C1)Cl)=O)C)=O)C (8-chloro-7-(2-chlorophenyl)-1,3-dimethyl-3,7-dihydropurine-2,6-dione), FC(C(=O)O)(F)F (trifluoroacetic acid). Reaction conditions: temperature 150 celsius, time 3 hour. Product: FC(C(=O)O)(F)F.ClC1=C(C=CC=C1)N1C(=NC=2N(C(N(C(C12)=O)C)=O)C)N1C2CNC(C1)C2 (7-(2-Chlorophenyl)-8-(2,5-diaza-bicyclo[2.2.1]hept-2-yl)-1,3-dimethyl-3,7-dihydropurine-2,6-dione trifluoroacetate). As a reaction SMILES: Cl[C:2]1[N:10]([C:11]2[CH:16]=[CH:15][CH:14]=[CH:13][C:12]=2[Cl:17])[C:9]2[C:8](=[O:18])[N:7]([CH3:19])[C:6](=[O:20])[N:5]([CH3:21])[C:4]=2[N:3]=1.[F:22][C:23]([F:28])([F:27])[C:24]([OH:26])=[O:25]>>[F:22][C:23]([F:28])([F:27])[C:24]([OH:26])=[O:25].[Cl:17][C:12]1[CH:13]=[CH:14][CH:15]=[CH:16][C:11]=1[N:10]1[C:9]2[C:8](=[O:18])[N:7]([CH3:19])[C:6](=[O:20])[N:5]([CH3:21])[C:4]=2[N:3]=[C:2]1[N:10]1[CH2:9][CH:4]2[CH2:23][CH:24]1[CH2:2][NH:3]2 |f:2.3|. Procedure: 2,5-(Diaza-bicyclo[2.2.1]heptane)-2-carboxylic acid tert-butyl ester (50 mg) and 8-chloro-7-(2-chlorophenyl)-1,3-dimethyl-3,7-dihydropurine-2,6-dione (10 mg) were mixed, and the mixture was stirred at 150° C. for 3 hours. The residue was dissolved in trifluoroacetic acid, and the solution was concentrated. The residue was purified by reversed phase high performance liquid chromatography to give 5.10 mg of the title compound. Reactants: N1(CCOCC1)C1=C(C=C(C=C1)C(F)(F)F)NC(=O)C=1C=C2C(=NN=C(C2=CC1)Cl)Cl (1,4-dichloro-phthalazine-6-carboxylic acid (2-morpholin-4-yl-5-trifluoromethyl-phenyl)-amide), [OH-].[Na+] (NaOH), O1CCOCC1 (dioxane), Cl (HCl). Solvent: O (water). Run at temperature 50 celsius. Product: N1(CCOCC1)C1=C(C=C(C=C1)C(F)(F)F)NC(=O)C=1C=C2C(NN=C(C2=CC1)Cl)=O (1-chloro-4-oxo-3,4-dihydro-phthalazine-6-carboxylic acid (2-morpholin-4-yl-5-trifluoromethyl-phenyl)-amide). Reaction SMILES: [N:1]1([C:7]2[CH:12]=[CH:11][C:10]([C:13]([F:16])([F:15])[F:14])=[CH:9][C:8]=2[NH:17][C:18]([C:20]2[CH:21]=[C:22]3[C:27](=[CH:28][CH:29]=2)[C:26]([Cl:30])=[N:25][N:24]=[C:23]3Cl)=[O:19])[CH2:6][CH2:5][O:4][CH2:3][CH2:2]1.[OH-].[Na+].[O:34]1CCOCC1.Cl>O>[N:1]1([C:7]2[CH:12]=[CH:11][C:10]([C:13]([F:16])([F:15])[F:14])=[CH:9][C:8]=2[NH:17][C:18]([C:20]2[CH:21]=[C:22]3[C:27](=[CH:28][CH:29]=2)[C:26]([Cl:30])=[N:25][NH:24][C:23]3=[O:34])=[O:19])[CH2:2][CH2:3][O:4][CH2:5][CH2:6]1 |f:1.2|. Procedure details: A mixture of 1,4-dichloro-phthalazine-6-carboxylic acid (2-morpholin-4-yl-5-trifluoromethyl-phenyl)-amide (322 mg, 0.683 mmol), 2N NaOH (3.4 mL, 6.83 mmol) and dioxane (5 mL) was heated to 50° C. for 1 h. The reaction was diluted with water, acidified with conc. HCl to ˜pH 6. The reaction mixture was concentrated to low volume and filtered through celite. Chromatography (Hex/EtOAc) afforded 1-chloro-4-oxo-3,4-dihydro-phthalazine-6-carboxylic acid (2-morpholin-4-yl-5-trifluoromethyl-phenyl)-amide... Starting materials: P(OCC)(OCC)[O-] (diethyl phosphite), [O-]CC.[Na+] (sodium ethoxide), BrCC(=O)O (bromoacetic acid). Isolated yield 154.6%. The product is C(=O)(O)CP(OCC)(OCC)=O (Diethyl Carboxymethylphosphonate). As a reaction SMILES: [P:1]([O-:8])([O:5][CH2:6][CH3:7])[O:2][CH2:3][CH3:4].[O-]CC.[Na+].Br[CH2:14][C:15]([OH:17])=[O:16]>C(O)C>[C:15]([CH2:14][P:1](=[O:8])([O:5][CH2:6][CH3:7])[O:2][CH2:3][CH3:4])([OH:17])=[O:16] |f:1.2|. Solvent: C(C)O (ethanol). Procedure: A mixture of 4.0 ml (0.031 mole) of diethyl phosphite, 6.68 g (0.093 mole) of 94% sodium ethoxide, and 4.32 g (0.031 mole) of bromoacetic acid in 50 ml of absolute ethanol was heated under reflux for 1 h. Solvent was removed at reduced pressure, and the residual solid was triturated with ethyl acetate and 15 ml of conc hydrochloric acid with shaking and portionwise addition of water until all the solid was dissolved. The ethyl acetate layer was separated, dried (over MgSO4), and evaporated to gi...